Dataset: the Open Reaction Database (ORD), a public repository of structured organic reaction records. Task: describe an organic reaction: reactants, conditions, products, and yield The reactants are N[C@@H](C1CCCCC1)C(=O)N[C@@H](CC1=CC=CN=C1)C(=O)N.Cl.Cl (H-(L)-Chg-(L)-Pal-NH2.2HCl), N([C@@H](CC1=CC=C(C=C1)C#N)C(=O)O)C(=O)C (Ac-(L)Phe(4-CN)-OH), C(C)(C)N(CC)C(C)C (diisopropylethylamine), [N-]=[N+]=[N-] (azide). Solvent: CN(C=O)C (dimethyl formamide). Reaction SMILES: [NH2:1][C@H:2]([C:9]([NH:11][C@H:12]([C:20]([NH2:22])=[O:21])[CH2:13][C:14]1[CH:19]=[N:18][CH:17]=[CH:16][CH:15]=1)=[O:10])[CH:3]1[CH2:8][CH2:7][CH2:6][CH2:5][CH2:4]1.Cl.Cl.[NH:25]([C:39]([CH3:41])=[O:40])[C@H:26]([C:36](O)=[O:37])[CH2:27][C:28]1[CH:33]=[CH:32][C:31]([C:34]#[N:35])=[CH:30][CH:29]=1.C(N(C(C)C)CC)(C)C.[N-]=[N+]=[N-]>CN(C)C=O>[NH:25]([C:39]([CH3:41])=[O:40])[C@H:26]([C:36]([NH:1][C@H:2]([C:9]([NH:11][C@H:12]([C:20]([NH2:22])=[O:21])[CH2:13][C:14]1[CH:19]=[N:18][CH:17]=[CH:16][CH:15]=1)=[O:10])[CH:3]1[CH2:8][CH2:7][CH2:6][CH2:5][CH2:4]1)=[O:37])[CH2:27][C:28]1[CH:33]=[CH:32][C:31]([C:34]#[N:35])=[CH:30][CH:29]=1 |f:0.1.2|. Procedure details: Stir overnight H-(L)-Chg-(L)-Pal-NH2.2HCl (1.13 g, 3 mmol), Ac-(L)Phe(4-CN)-OH (0.84 g, 3.6 mmol), diisopropylethylamine (10 mmol). and diphenylphoshoryl azide (803 μl 3.6 mmol) dimethyl formamide (30 mL) overnight. Evaporate dimethyl formamide, precipitate by ether, filter and wash by ether to give Ac-(L)-Phe(4-CN)-(L)-Chg-(L)-Pal-NH2 (1.282 g, 82%). ##STR21## Yield: 82.4%. Yields the product N([C@@H](CC1=CC=C(C=C1)C#N)C(=O)N[C@@H](C1CCCCC1)C(=O)N[C@@H](CC1=CC=CN=C1)C(=O)N)C(=O)C (Ac-(L)-Phe(4-CN)-(L)-Chg-(L)-Pal-NH2). The reactants are C([O-])(O)=O.[Na+] (sodium bicarbonate), NC1=NC(=CC(=N1)Cl)Cl (2-amino-4,6-dichloropyrimidine), SCCC(=O)O (3-mercaptopropionic acid), C([O-])([O-])=O.[Cs+].[Cs+] (cesium carbonate). Run in O (water), C(C)(=O)OCC (ethyl acetate), CN(C=O)C (N,N-dimethylformamide). Run at temperature 80 celsius, time 15 minute. The product is NC1=NC(=CC(=N1)SCCC(=O)O)Cl (3-(2-amino-6-chloropyrimidin-4-ylsulfanyl)propionic acid). Yield: 152.5%. As a reaction SMILES: [NH2:1][C:2]1[N:7]=[C:6](Cl)[CH:5]=[C:4]([Cl:9])[N:3]=1.[SH:10][CH2:11][CH2:12][C:13]([OH:15])=[O:14].C(=O)([O-])[O-].[Cs+].[Cs+].C(=O)(O)[O-].[Na+]>O.C(OCC)(=O)C.CN(C)C=O>[NH2:1][C:2]1[N:7]=[C:6]([S:10][CH2:11][CH2:12][C:13]([OH:15])=[O:14])[CH:5]=[C:4]([Cl:9])[N:3]=1 |f:2.3.4,5.6|. Reported procedure: Commercially available 2-amino-4,6-dichloropyrimidine (0.79 g, 4.84 mmol), 3-mercaptopropionic acid (0.43 g, 4.04 mmol), cesium carbonate (1.3 g, 4.02 mmol), and N,N-dimethylformamide (7.0 ml) were placed in a reaction vessel. The mixture was stirred at 80° C. for 15 minutes. After the reaction solution was cooled to room temperature, ethyl acetate, water, and a saturated aqueous sodium bicarbonate solution were added thereto. The organic layer was separated, and then extracted with a saturated ... Conditions: time 8 hour. Solvent: O1CCCC1 (tetrahydrofuran), N1=CC=CC=C1 (pyridine), O (water), N1=CC=CC=C1 (pyridine). Reaction SMILES: [C:1]([C@H:5]1[CH2:10][CH2:9][C@H:8]2[C@H:11]3[C@H:21]([CH2:22][CH2:23][C@:6]12[CH3:7])[C@:19]1([CH3:20])[C:14]([CH2:15][C@@H:16]([O:24][Si](C(C)C)(C(C)C)C(C)C)[CH2:17][CH2:18]1)=[N:13][CH2:12]3)([O:3][CH3:4])=[O:2].[C:35]([O:39][C:40](OC(OC(C)(C)C)=O)=[O:41])([CH3:38])([CH3:37])[CH3:36].[F-].C([N+](CCCC)(CCCC)CCCC)CCC.[Cr](O[Cr]([O-])(=O)=O)([O-])(=O)=O.[NH+]1C=CC=CC=1.[NH+]1C=CC=CC=1>N1C=CC=CC=1.O1CCCC1.O>[C:1]([C@H:5]1[CH2:10][CH2:9][C@H:8]2[C@H:11]3[C@H:21]([CH2:22][CH2:23][C@:6]12[CH3:7])[C@:19]1([CH3:20])[C:14](=[CH:15][C:16](=[O:24])[CH2:17][CH2:18]1)[N:13]([C:40]([O:39][C:35]([CH3:38])([CH3:37])[CH3:36])=[O:41])[CH2:12]3)([O:3][CH3:4])=[O:2] |f:2.3,4.5.6|. The reactants are [F-].C(CCC)[N+](CCCC)(CCCC)CCCC (tetrabutylammonium fluoride), [Cr](=O)(=O)([O-])O[Cr](=O)(=O)[O-].[NH+]1=CC=CC=C1.[NH+]1=CC=CC=C1 (pyridinium dichromate), crude product, C(=O)(OC)[C@@H]1[C@]2(C)[C@@H](CC1)[C@@H]1CN=C3C[C@H](CC[C@]3(C)[C@H]1CC2)O[Si](C(C)C)(C(C)C)C(C)C (17β-carbomethoxy-3β-triisopropylsilyloxy-6-azaandrost-5-ene), C(C)(C)(C)OC(=O)OC(=O)OC(C)(C)C (di-t-butyldicarbonate). Product: C(=O)(OC)[C@@H]1[C@]2(C)[C@@H](CC1)[C@@H]1CN(C3=CC(CC[C@]3(C)[C@H]1CC2)=O)C(=O)OC(C)(C)C (17β-carbomethoxy-6-t-butoxycarbonyl-6-azaandrost-4-en-3-one). Procedure details: A portion of the crude product from above, 17β-carbomethoxy-3β-triisopropylsilyloxy-6-azaandrost-5-ene (66 g, 0.135 mol) is dissolved in pyridine (500 mL), treated with di-t-butyldicarbonate (150 g, 0.69 mol) and allowed to stir overnight. The pyridine is removed by rotary evaporation and tetrabutylammonium fluoride (500 mL, 1M, 0.5 mol) in tetrahydrofuran (THF) added carefully and the reaction heated to reflux for 5 min. The THF is removed by rotary evaporation, the residue dissolved in ethyl a... Starting materials: CCN=C=O, CC1(c2ccccc2)CCN2CCC(C)(c3ccccc3)c3cc(N)cc1c32, ClCCl. Yields the product CCNC(=O)Nc1cc2c3c(c1)C(C)(c1ccccc1)CCN3CCC2(C)c1ccccc1. Reaction SMILES: [CH2:29]([CH3:30])[N:31]=[C:32]=[O:33].[CH3:1][C:2]1([c:23]2[cH:24][cH:25][cH:26][cH:27][cH:28]2)[CH2:3][CH2:4][N:5]2[c:6]3[c:7]([cH:8][c:9]([NH2:12])[cH:10][c:11]31)[C:13]([c:16]1[cH:17][cH:18][cH:19][cH:20][cH:21]1)([CH3:22])[CH2:14][CH2:15]2.[Cl:34][CH2:35][Cl:36]>>[CH3:1][C:2]1([c:23]2[cH:24][cH:25][cH:26][cH:27][cH:28]2)[CH2:3][CH2:4][N:5]2[c:6]3[c:7]([cH:8][c:9]([NH:12][C:32]([NH:31][CH2:29][CH3:30])=[O:33])[cH:10][c:11]31)[C:13]([c:16]1[cH:17][cH:18][cH:19][cH:20][cH:21]1)([CH3:22])[CH2:14][CH2:15]2. Starting materials: COCCCl, CC#N, CCN(C(C)C)C(C)C, COc1cc2ncnc(Nc3cccc(Cl)c3F)c2cc1CN(C)C1(C(N)=O)CNC1, Cl, [I-], [K+]. Yields the product COCCN1CC(C(N)=O)(N(C)Cc2cc3c(Nc4cccc(Cl)c4F)ncnc3cc2OC)C1. RXN SMILES: [CH3:42][O:43][CH2:44][CH2:45][Cl:46].[CH3:49][C:50]#[N:51].[CH:33]([N:34]([CH:35]([CH3:36])[CH3:37])[CH2:38][CH3:39])([CH3:40])[CH3:41].[Cl:2][c:3]1[c:4]([F:32])[c:5]([NH:9][c:10]2[n:11][cH:12][n:13][c:14]3[cH:15][c:16]([O:30][CH3:31])[c:17]([CH2:20][N:21]([C:22]4([C:26](=[O:27])[NH2:28])[CH2:23][NH:24][CH2:25]4)[CH3:29])[cH:18][c:19]23)[cH:6][cH:7][cH:8]1.[ClH:1].[I-:48].[K+:47]>>[Cl:2][c:3]1[c:4]([F:32])[c:5]([NH:9][c:10]2[n:11][cH:12][n:13][c:14]3[cH:15][c:16]([O:30][CH3:31])[c:17]([CH2:20][N:21]([C:22]4([C:26](=[O:27])[NH2:28])[CH2:23][N:24]([CH2:45][CH2:44][O:43][CH3:42])[CH2:25]4)[CH3:29])[cH:18][c:19]23)[cH:6][cH:7][cH:8]1. The reactants are ClC1=C(C(=O)O)C=CC(=C1)Cl (2,4-dichlorobenzoic acid), O([Si](C)(C)C(C)(C)C)C1=CC=C(C=C1)S(=O)(=O)N (4-(tert-butyl-dimethylsiloxy)phenylsulfonamide), NN-dimethyl-4-aminopyridine, C(CCl)Cl (EDC). The solvent is ClCCl (dichloromethane). Run at time 16 hour. The product is ClC1=C(C(=O)NS(=O)(=O)C2=CC=C(C=C2)O[Si](C)(C)C(C)(C)C)C=CC(=C1)Cl (N-(2,4-dichlorobenzoyl)-4-(tert-butyldimethylsilyloxy)-phenylsulfonamide). Reaction SMILES: [Cl:1][C:2]1[CH:10]=[C:9]([Cl:11])[CH:8]=[CH:7][C:3]=1[C:4]([OH:6])=O.[O:12]([C:20]1[CH:25]=[CH:24][C:23]([S:26]([NH2:29])(=[O:28])=[O:27])=[CH:22][CH:21]=1)[Si:13]([C:16]([CH3:19])([CH3:18])[CH3:17])([CH3:15])[CH3:14].C(Cl)CCl>ClCCl>[Cl:1][C:2]1[CH:10]=[C:9]([Cl:11])[CH:8]=[CH:7][C:3]=1[C:4]([NH:29][S:26]([C:23]1[CH:22]=[CH:21][C:20]([O:12][Si:13]([C:16]([CH3:19])([CH3:18])[CH3:17])([CH3:14])[CH3:15])=[CH:25][CH:24]=1)(=[O:27])=[O:28])=[O:6]. Reported procedure: To a stirring solution of 2,4-dichlorobenzoic acid (1.25 eq) in dry dichloromethane (10 mL/mmol), 4-(tert-butyl-dimethylsiloxy)phenylsulfonamide (1.0 eq) is added in one portion followed by EDC (1.25–1.5 eq) and finally, NN-dimethyl-4-aminopyridine (1.2 equiv). The mixture is vigorously stirred under nitrogen for 16 hr, concentrated under reduced pressure, and the residue partitioned between ethyl acetate and water. The organic layer is washed with 1N hydrochloric acid (4 times, 20 mL/mmol), the... Reactants: O=C(C(=O)N)C1=CNC=2C1=NC=CC2 (2-oxo-2-(1H-pyrrolo[3,2-b]pyridin-3-yl)acetamide), [H-].[Al+3].[Li+].[H-].[H-].[H-] (lithium aluminum hydride). Run in CCOCC (ether). Run at temperature 0 celsius. Product: NCCC1=CNC2=CC=CN=C12 (4-AZATRYPTAMINE). As a reaction SMILES: O=[C:2]([C:6]1[C:10]2=[N:11][CH:12]=[CH:13][CH:14]=[C:9]2[NH:8][CH:7]=1)[C:3]([NH2:5])=O.[H-].[Al+3].[Li+].[H-].[H-].[H-]>CCOCC>[NH2:5][CH2:3][CH2:2][C:6]1[C:10]2[C:9](=[CH:14][CH:13]=[CH:12][N:11]=2)[NH:8][CH:7]=1 |f:1.2.3.4.5.6|. Reported procedure: A solution of 2-oxo-2-(1H-pyrrolo[3,2-b]pyridin-3-yl)acetamide (1 eq.) in ether is treated with lithium aluminum hydride (4 eq.), heated at reflux temperature for 8 h, cooled to 0° C., quenched by addition of Rochelle's salt solution and extracted with CH2Cl2. The extracts are combined, dried over MgSO4 and concentrated to afford the title amine, which is used directly in the next step. Starting materials: CCO, CSc1nc(N)nc(-c2ccco2)c1C#N, NCCc1ccccc1. The product is N#Cc1c(NCCc2ccccc2)nc(N)nc1-c1ccco1. Reaction SMILES: [CH3:26][CH2:27][OH:28].[NH2:1][c:2]1[n:3][c:4]([S:15][CH3:16])[c:5]([C:13]#[N:14])[c:6](-[c:8]2[o:9][cH:10][cH:11][cH:12]2)[n:7]1.[c:17]1([CH2:23][CH2:24][NH2:25])[cH:18][cH:19][cH:20][cH:21][cH:22]1>>[NH2:1][c:2]1[n:3][c:4]([NH:25][CH2:24][CH2:23][c:17]2[cH:18][cH:19][cH:20][cH:21][cH:22]2)[c:5]([C:13]#[N:14])[c:6](-[c:8]2[o:9][cH:10][cH:11][cH:12]2)[n:7]1. Reactants: Cc1ccc2cc(C(=O)O)ccc2n1, Nc1ccc(F)nc1. Reagents/catalysts: C1CCC(CC1)N=C=NC2CCCCC2 (DCC), C1=CC2=C(C=C1Cl)N(N=N2)O (6-Cl-HOBT). Solvent: CN(C)C=O (DMF), CN(C)C=O (DMF), CN(C)C=O (DMF), CN(C)C=O (DMF), CN(C)C=O (DMF), CN(C)C=O (DMF). Reaction conditions: temperature 25 celsius, time 2 hour. Yields the product Cc1ccc2cc(C(=O)Nc3ccc(F)nc3)ccc2n1. The yield is 32.9%. RXN SMILES: Nc1ccc(F)nc1.Cc1ccc2cc(C(=O)O)ccc2n1.C1CCC(CC1)N=C=NC2CCCCC2.C1=CC2=C(C=C1Cl)N(N=N2)O.CN(C)C=O>>Cc1ccc2cc(C(=O)Nc3ccc(F)nc3)ccc2n1. Starting materials: C(C)(=O)C1=NC(=CC=C1)Cl (2-acetyl-6-chloropyridine), Cl (hydrogen chloride), ice water, S(=O)(=O)(Cl)Cl (sulfuryl chloride). Solvent: O1CCOCC1 (1,4-dioxane), O1CCOCC1 (1,4-dioxane). Run at time 0.5 hour. The product is ClC1=CC=CC(=N1)C(=O)CCl (chloromethyl 6-chloro-2-pyridyl ketone). RXN SMILES: [C:1]([C:4]1[CH:9]=[CH:8][CH:7]=[C:6]([Cl:10])[N:5]=1)(=[O:3])[CH3:2].Cl.S(Cl)([Cl:15])(=O)=O>O1CCOCC1>[Cl:10][C:6]1[N:5]=[C:4]([C:1]([CH2:2][Cl:15])=[O:3])[CH:9]=[CH:8][CH:7]=1. Reported procedure: A solution of 2-acetyl-6-chloropyridine (7.48 g) in 1,4-dioxane (112 ml) was added 4N hydrogen chloride in 1,4-dioxane (12.6 ml). To the solution, sulfuryl chloride (13.51 ml) was added dropwise at 30° C. After stirring for 0.5 hour, ice water (150 ml) was added to the solution and the organic layer was separated, washed with brine, dried over anhydrous sodium sulfate, and evaporated in vacuo. The residue was purified by column chromatography on silica gel with a mixture of n-hexane and toluene ...